describe an organic reaction: reactants, conditions, products, and yield From a dataset of the Open Reaction Database (ORD), a public repository of structured organic reaction records. Reactants: C(C)(C)(C)OC(N[C@H](C(N[C@@H]1CC[C@H]2CN(C[C@H]21)S(=O)(=O)C2=CC(=CC=C2)C(F)(F)F)=O)CCC)=O (tert-Butyl-((S)-1-oxo-1-((3aS,4R,6aR)-2-(3-(trifluoromethyl)phenylsulfonyl)octahydrocyclopenta[c]pyrrol-4-ylamino)pentan-2-yl)carbamate), C(C1=CC=CC=C1)N1C[C@@H]2[C@H](C1)[C@H](CC2)NC([C@H](CC(C)C)N(C(OC(C)(C)C)=O)C)=O (tert-butyl(S)-1-((3aR,4S,6aS)-2-benzyloctahydrocyclopenta[c]pyrrol-4-ylamino)-4-methyl-1-oxopentan-2-yl(methyl)carbamate). Product: FC(C=1C=C(C=CC1)S(=O)(=O)N1C[C@H]2[C@@H](C1)[C@@H](CC2)NC([C@@H](N)CCC)=O)(F)F (N1-((3aS,4R,6aR)-2-{[3-(trifluoromethyl)phenyl]sulfonyl}octahydrocyclopenta[c]pyrrol-4-yl)-L-norvalinamide). Reaction SMILES: C(OC(=O)[NH:7][C@@H:8]([CH2:33][CH2:34][CH3:35])[C:9](=[O:32])[NH:10][C@H:11]1[C@H:18]2[C@H:14]([CH2:15][N:16]([S:19]([C:22]3[CH:27]=[CH:26][CH:25]=[C:24]([C:28]([F:31])([F:30])[F:29])[CH:23]=3)(=[O:21])=[O:20])[CH2:17]2)[CH2:13][CH2:12]1)(C)(C)C.C(N1C[C@@H]2[C@@H](NC(=O)[C@@H](N(C)C(=O)OC(C)(C)C)CC(C)C)CC[C@@H]2C1)C1C=CC=CC=1>>[F:31][C:28]([F:29])([F:30])[C:24]1[CH:23]=[C:22]([S:19]([N:16]2[CH2:17][C@H:18]3[C@H:11]([NH:10][C:9](=[O:32])[C@H:8]([CH2:33][CH2:34][CH3:35])[NH2:7])[CH2:12][CH2:13][C@H:14]3[CH2:15]2)(=[O:21])=[O:20])[CH:27]=[CH:26][CH:25]=1. Reported procedure: The title compound was prepared by substituting tert-butyl-((S)-1-oxo-1-((3aS,4R,6aR)-2-(3-(trifluoromethyl)phenylsulfonyl)octahydrocyclopenta[c]pyrrol-4-ylamino)pentan-2-yl)carbamate was prepared by substituting tert-butyl-((S)-1-oxo-1-((3aS,4R,6aR)-2-(3-(trifluoromethyl)phenylsulfonyl)octahydrocyclopenta[c]pyrrol-4-ylamino)pentan-2-yl)carbamate from Step A for tert-butyl(S)-1-((3aR,4S,6aS)-2-benzyloctahydrocyclopenta[c]pyrrol-4-ylamino)-4-methyl-1-oxopentan-2-yl(methyl)carbamate in the procedu... The reactants are C(C)(=O)OCC (ethyl acetate), C(C)(C)N(CC)C(C)C (diisopropylethylamine), NC1=C(C(=C(C(=C1O)Br)C1=CC=CC=C1)C)C#N (4-amino-6-bromo-5-hydroxy-2-methylbiphenyl-3-carbonitrile), C(C)(=O)OCC (ethyl acetate), C1(CC1)C(=O)Cl (Cyclopropanecarbonyl chloride). Reaction conditions: time 8 hour. Yields the product C1(CC1)C(=O)OC=1C(=C(C(=C(C1NC(=O)C1CC1)C#N)C)C1=CC=CC=C1)Br (2-bromo-5-cyano-4-(cyclopropanecarbonylamino)-6-methylbiphenyl-3-yl cyclopropanecarboxylate). RXN SMILES: [NH2:1][C:2]1[C:7]([OH:8])=[C:6]([Br:9])[C:5]([C:10]2[CH:15]=[CH:14][CH:13]=[CH:12][CH:11]=2)=[C:4]([CH3:16])[C:3]=1[C:17]#[N:18].C(N([CH:25]([CH3:27])[CH3:26])CC)(C)C.[CH:28]1([C:31](Cl)=[O:32])[CH2:30][CH2:29]1.[C:34](OCC)(=[O:36])C>>[CH:28]1([C:31]([O:8][C:7]2[C:6]([Br:9])=[C:5]([C:10]3[CH:15]=[CH:14][CH:13]=[CH:12][CH:11]=3)[C:4]([CH3:16])=[C:3]([C:17]#[N:18])[C:2]=2[NH:1][C:34]([CH:25]2[CH2:27][CH2:26]2)=[O:36])=[O:32])[CH2:30][CH2:29]1. Procedure details: Under nitrogen atmosphere, 4-amino-6-bromo-5-hydroxy-2-methylbiphenyl-3-carbonitrile (I-42) (150 mg, 0.495 mmol) was dissolved in ethyl acetate (6 ml), diisopropylethylamine (431 μl, 2.48 mmol) was added, followed by cooling in an ice-water bath. Cyclopropanecarbonyl chloride (112 μl, 1.24 mmol) was dropwise added to it, followed by stirring overnight with restoring to room temperature. The reaction liquid was diluted with ethyl acetate, washed with saturated brine, then dried over anhydrous mag... Reactants: COc1cc(Br)c(-n2cc(C#N)c3c(C)cc(C)nc32)c(OC)c1, O=S(=O)(O)O. The product is COc1cc(Br)c(-n2ccc3c(C)cc(C)nc32)c(OC)c1. RXN SMILES: [Br:1][c:2]1[c:3](-[n:12]2[cH:13][c:14]([C:23]#[N:24])[c:15]3[c:16]([CH3:22])[cH:17][c:18]([CH3:21])[n:19][c:20]23)[c:4]([O:10][CH3:11])[cH:5][c:6]([O:8][CH3:9])[cH:7]1.[S:25](=[O:26])(=[O:27])([OH:28])[OH:29]>>[Br:1][c:2]1[c:3](-[n:12]2[cH:13][cH:14][c:15]3[c:16]([CH3:22])[cH:17][c:18]([CH3:21])[n:19][c:20]23)[c:4]([O:10][CH3:11])[cH:5][c:6]([O:8][CH3:9])[cH:7]1. The reactants are NC1=NC(=C(N=C1N)Cl)Cl (2,3-diamino-5,6-dichloropyrazine), S(=O)(Cl)Cl (thionyl chloride), N1=CC=CC=C1 (pyridine). The solvent is C=1(C(=CC=CC1)C)C (xylene). Yields the product ClC1=NC=2C(N=C1Cl)=NSN2 (5,6-dichloro-[1,2,5]thiadiazolo[3,4-b]pyrazine). As a reaction SMILES: [NH2:1][C:2]1[C:7]([NH2:8])=[N:6][C:5]([Cl:9])=[C:4]([Cl:10])[N:3]=1.[S:11](Cl)(Cl)=O.N1C=CC=CC=1>C1(C)C(C)=CC=CC=1>[Cl:10][C:4]1[C:5]([Cl:9])=[N:6][C:7]2=[N:8][S:11][N:1]=[C:2]2[N:3]=1. Procedure details: The cyclization reaction of o-diaminobenzene (compound II) in an aqueous solution of glyoxal and sodium hydrogen sulfite gives quinoxaline (compound III; See R. G. Jones et al., Org. Syn. Collective Vol. IV, page 824). Quinoxaline is in turn oxidized by an aqueous solution of potassium permanganate to produce 2,3-pyrazinedicarboxylic acid (compound IV; See R. G. Jones et al., Org. Syn. Collective Vol. IV, page 824). 2,3-pyrazinedicarboxylic acid is then chlorinated with phosphorus pentachloride ... Starting materials: C1CCNCC1, CC(C)OCCCCCCCCCBr. The product is CC(C)OCCCCCCCCCN1CCCCC1. As a reaction SMILES: [CH2:15]1[CH2:16][CH2:17][NH:18][CH2:19][CH2:20]1.[CH:1]([CH3:2])([CH3:3])[O:4][CH2:5][CH2:6][CH2:7][CH2:8][CH2:9][CH2:10][CH2:11][CH2:12][CH2:13][Br:14]>>[CH:1]([CH3:2])([CH3:3])[O:4][CH2:5][CH2:6][CH2:7][CH2:8][CH2:9][CH2:10][CH2:11][CH2:12][CH2:13][N:18]1[CH2:17][CH2:16][CH2:15][CH2:20][CH2:19]1. The reactants are FC=1C=C(C=C(C1)F)NC(OC1=CC=CC=C1)=O (O-phenyl 3,5-difluorophenylcarbamate), O.NN (hydrazine monohydrate). Reaction conditions: time 3 hour. The product is FC=1C=C(C=C(C1)F)NC(NN)=O (4-(3,5-difluorophenyl)-semicarbazide). As a reaction SMILES: [F:1][C:2]1[CH:3]=[C:4]([NH:9][C:10](=[O:18])OC2C=CC=CC=2)[CH:5]=[C:6]([F:8])[CH:7]=1.O.[NH2:20][NH2:21]>>[F:1][C:2]1[CH:3]=[C:4]([NH:9][C:10](=[O:18])[NH:20][NH2:21])[CH:5]=[C:6]([F:8])[CH:7]=1 |f:1.2|. Procedure details: To a solid 100 mg of O-phenyl 3,5-difluorophenylcarbamate 0.7 mL of hydrazine monohydrate was added. After stirring for 3 h at room temperature a white solid is collected by filtration, washed with water and ether. Removal of traces of the solvents in vacuo gives 4-(3,5-difluorophenyl)-semicarbazide: m.p. 177°-179° C. The reactants are ClC=1N=NC(=CC1)Cl (3,6-dichloropyridazine), C(=O)([O-])[O-].[K+].[K+] (K2CO3), PdCl2(dppf)CH2Cl2, C=C1CCN(CC1)C(=O)OC(C)(C)C (tert-butyl 4-methylenepiperidine-1-carboxylate), C12CCCC(CCC1)B2 (9-borabicyclo[3.3.1]nonane), C1CCOC1 (THF). The solvent is O1CCOCC1 (1,4-dioxane), O (water), CCOC(=O)C (EtOAc). Conditions: temperature 65 celsius. The product is ClC1=CC=C(N=N1)CC1CCN(CC1)C(=O)OC(C)(C)C (tert-butyl 4-((6-chloropyridazin-3-yl)methyl)piperidine-1-carboxylate). Yield: 49.0%. As a reaction SMILES: [CH2:1]=[C:2]1[CH2:7][CH2:6][N:5]([C:8]([O:10][C:11]([CH3:14])([CH3:13])[CH3:12])=[O:9])[CH2:4][CH2:3]1.C12BC(CCC1)CCC2.C1COCC1.[Cl:29][C:30]1[N:31]=[N:32][C:33](Cl)=[CH:34][CH:35]=1.C([O-])([O-])=O.[K+].[K+]>O1CCOCC1.O.CCOC(C)=O>[Cl:29][C:30]1[N:31]=[N:32][C:33]([CH2:1][CH:2]2[CH2:7][CH2:6][N:5]([C:8]([O:10][C:11]([CH3:14])([CH3:13])[CH3:12])=[O:9])[CH2:4][CH2:3]2)=[CH:34][CH:35]=1 |f:4.5.6|. Procedure details: To a flask containing tert-butyl 4-methylenepiperidine-1-carboxylate (487 mg, 2.47 mmol) was added 0.5 M 9-borabicyclo[3.3.1]nonane in THF (5.4 mL, 2.72 mmol). The reaction was refluxed at 65° C. for 1 h then added to a degassed suspension of 3,6-dichloropyridazine (368 mg, 2.47 mmol), K2CO3 (1.0 g, 7.41 mmol), and PdCl2(dppf)CH2Cl2 (101 mg, 0.12 mmol) in 1,4-dioxane (5.2 mL) and water (0.88 mL). The resulting reaction mixture was heated at 60° C. for 3 h then cooled to RT and diluted with EtOAc...